This data is from the Open Reaction Database (ORD), a public repository of structured organic reaction records. The task is: describe an organic reaction: reactants, conditions, products, and yield Starting materials: B, C1CCOC1, Cl, Cc1ccc(C(F)(F)C(=O)NC2CCC(N)C2)cc1, [Na+], [Na+], O=C([O-])[O-]. The product is Cc1ccc(C(F)(F)CNC2CCC(N)C2)cc1. RXN SMILES: [BH3:1].[CH2:28]1[O:29][CH2:30][CH2:31][CH2:32]1.[ClH:21].[NH2:2][CH:3]1[CH2:4][CH:5]([NH:8][C:9]([C:10]([c:11]2[cH:12][cH:13][c:14]([CH3:17])[cH:15][cH:16]2)([F:18])[F:19])=[O:20])[CH2:6][CH2:7]1.[Na+:22].[Na+:23].[O-:24][C:25](=[O:26])[O-:27]>>[NH2:2][CH:3]1[CH2:4][CH:5]([NH:8][CH2:9][C:10]([c:11]2[cH:12][cH:13][c:14]([CH3:17])[cH:15][cH:16]2)([F:18])[F:19])[CH2:6][CH2:7]1. The reactants are Cl.FC(C=1C=C(CN(C(=O)C=2C(=NC(=NC2Cl)SC)Cl)CCCN)C=C(C1)C(F)(F)F)(F)F (N-[3,5-bis(trifluoromethyl)benzyl]-N-(3-aminopropyl)-4,6-dichloro-2-(methylthio)pyrimidine-5-carboxylic acid amide hydrochloride), C([O-])([O-])=O.[K+].[K+] (potassium carbonate). Solvent: CN(C=O)C (N,N-dimethylformamide), C(C)(=O)OCC (ethyl acetate). Reaction conditions: temperature 100 celsius, time 1 hour. Yields the product FC(C=1C=C(CN2C(C3=C(NCCC2)N=C(N=C3Cl)SC)=O)C=C(C1)C(F)(F)F)(F)F (6-[3,5-bis(trifluoromethyl)benzyl]-4-chloro-5,6,7,8,9,10-hexahydro-2-(methylthio)-5-oxopyrimido[4,5-b][1,5]diazocine). Isolated yield 70.4%. RXN SMILES: Cl.[F:2][C:3]([F:33])([F:32])[C:4]1[CH:5]=[C:6]([CH:25]=[C:26]([C:28]([F:31])([F:30])[F:29])[CH:27]=1)[CH2:7][N:8]([CH2:21][CH2:22][CH2:23][NH2:24])[C:9]([C:11]1[C:12]([Cl:20])=[N:13][C:14]([S:18][CH3:19])=[N:15][C:16]=1Cl)=[O:10].C(=O)([O-])[O-].[K+].[K+]>CN(C)C=O.C(OCC)(=O)C>[F:30][C:28]([F:31])([F:29])[C:26]1[CH:25]=[C:6]([CH:5]=[C:4]([C:3]([F:33])([F:2])[F:32])[CH:27]=1)[CH2:7][N:8]1[CH2:21][CH2:22][CH2:23][NH:24][C:16]2[N:15]=[C:14]([S:18][CH3:19])[N:13]=[C:12]([Cl:20])[C:11]=2[C:9]1=[O:10] |f:0.1,2.3.4|. Reported procedure: N-[3,5-bis(trifluoromethyl)benzyl]-N-(3-aminopropyl)-4,6-dichloro-2-(methylthio)pyrimidine-5-carboxylic acid amide hydrochloride (Compound of Reference Example 6; 3.35 g) was dissolved in N,N-dimethylformamide (6 mL). To this solution, potassium carbonate (4.15 g) was added and the mixture was stirred at 100° C. for 1 hour. The reaction mixture was diluted with ethyl acetate, was sequentially washed with water and a saturated aqueous solution of sodium chloride, and was then dried over anhydrous... Reactants: Brc1ncccn1, C1CCOC1, C[Si](C)(C)[N-][Si](C)(C)C, COC(=O)C1CNC(=O)N1C, ClCCl, [Li+], O=C(O)CC(O)(CC(=O)O)C(=O)O. Yields the product COC(=O)C1CN(c2ncccn2)C(=O)N1C. Reaction SMILES: [Br:22][c:23]1[n:24][cH:25][cH:26][cH:27][n:28]1.[CH2:29]1[O:30][CH2:31][CH2:32][CH2:33]1.[CH3:12][Si:13]([CH3:14])([CH3:15])[N-:16][Si:17]([CH3:18])([CH3:19])[CH3:20].[CH3:1][N:2]1[C:3](=[O:11])[NH:4][CH2:5][CH:6]1[C:7](=[O:8])[O:9][CH3:10].[Cl:47][CH2:48][Cl:49].[Li+:21].[OH:34][C:35]([CH2:36][C:37]([C:38](=[O:39])[OH:40])([CH2:41][C:42](=[O:43])[OH:44])[OH:45])=[O:46]>>[CH3:1][N:2]1[C:3](=[O:11])[N:4]([c:23]2[n:24][cH:25][cH:26][cH:27][n:28]2)[CH2:5][CH:6]1[C:7](=[O:8])[O:9][CH3:10].